From a dataset of the Open Reaction Database (ORD), a public repository of structured organic reaction records. describe an organic reaction: reactants, conditions, products, and yield Reactants: O=C([O-])[O-], CN(C)C=O, BrCC1CC1, Cl, [K+], [K+], COc1ccc2c3c1OC1C(=O)CCC4(OCCCc5ccccc5)C(C2)NCCC314. Product: Cl, COc1ccc2c3c1OC1C(=O)CCC4(OCCCc5ccccc5)C(C2)N(CC2CC2)CCC314. RXN SMILES: [C:33](=[O:34])([O-:35])[O-:36].[CH3:44][N:45]([CH3:46])[CH:47]=[O:48].[CH:39]1([CH2:42][Br:43])[CH2:40][CH2:41]1.[ClH:1].[K+:37].[K+:38].[O:2]1[c:3]2[c:4]([O:31][CH3:32])[cH:5][cH:6][c:7]3[c:16]2[C:15]24[C:10]([O:21][CH2:22][CH2:23][CH2:24][c:25]5[cH:26][cH:27][cH:28][cH:29][cH:30]5)([CH:9]([CH2:8]3)[NH:19][CH2:18][CH2:17]2)[CH2:11][CH2:12][C:13](=[O:20])[CH:14]14>>[ClH:1].[O:2]1[c:3]2[c:4]([O:31][CH3:32])[cH:5][cH:6][c:7]3[c:16]2[C:15]24[C:10]([O:21][CH2:22][CH2:23][CH2:24][c:25]5[cH:26][cH:27][cH:28][cH:29][cH:30]5)([CH:9]([CH2:8]3)[N:19]([CH2:42][CH:39]3[CH2:40][CH2:41]3)[CH2:18][CH2:17]2)[CH2:11][CH2:12][C:13](=[O:20])[CH:14]14. Procedure details: In an analogous manner to the procedure of Example 9, 47 mg (0.092 mmol) of ethyl [5-(4-{[ethoxy(oxo)acetyl]amino}-2,6-dimethylphenoxy)-3-isobutyl-1H-indazol-1-yl](oxo)acetate in 10 ml of ethanol are reacted with a spatula-tipful of sodium ethoxide to give 11 mg (31%) of ({3,5-dimethyl-4-[(3-isobutyl-1H-indazol-5-yl)oxy]phenyl}amino) (oxo)acetic acid. Run in C(C)O (ethanol). Reactants: C(C)OC(C(=O)NC1=CC(=C(OC=2C=C3C(=NN(C3=CC2)C(C(=O)OCC)=O)CC(C)C)C(=C1)C)C)=O (ethyl [5-(4-{[ethoxy(oxo)acetyl]amino}-2,6-dimethylphenoxy)-3-isobutyl-1H-indazol-1-yl](oxo)acetate), [O-]CC.[Na+] (sodium ethoxide). Reaction SMILES: C([O:3][C:4](=[O:37])[C:5]([NH:7][C:8]1[CH:34]=[C:33]([CH3:35])[C:11]([O:12][C:13]2[CH:14]=[C:15]3[C:19](=[CH:20][CH:21]=2)[N:18](C(=O)C(OCC)=O)[N:17]=[C:16]3[CH2:29][CH:30]([CH3:32])[CH3:31])=[C:10]([CH3:36])[CH:9]=1)=[O:6])C.[O-]CC.[Na+]>C(O)C>[CH3:36][C:10]1[CH:9]=[C:8]([NH:7][C:5](=[O:6])[C:4]([OH:37])=[O:3])[CH:34]=[C:33]([CH3:35])[C:11]=1[O:12][C:13]1[CH:14]=[C:15]2[C:19](=[CH:20][CH:21]=1)[NH:18][N:17]=[C:16]2[CH2:29][CH:30]([CH3:32])[CH3:31] |f:1.2|. Yield: 31.3%. Product: CC=1C=C(C=C(C1OC=1C=C2C(=NNC2=CC1)CC(C)C)C)NC(C(=O)O)=O (({3,5-dimethyl-4-[(3-isobutyl-1H-indazol-5-yl)oxy]phenyl}amino) (oxo)acetic acid). The reactants are OB(O)C1=CCCCC1, Cc1ccccc1, CCOC(C)=O, c1ccc(-c2ccccc2P(C2CCCCC2)C2CCCCC2)cc1, [K+], [K+], [K+], CN1C(=O)CC(c2ccc(N)c(Br)c2)CC1=O, CC(=O)[O-], CC(=O)[O-], C1COCCO1, O=P([O-])([O-])[O-], [Pd+2]. Yields the product CN1C(=O)CC(c2ccc(N)c(C3=CCCCC3)c2)CC1=O. As a reaction SMILES: [C:26]1([B:32]([OH:33])[OH:34])=[CH:27][CH2:28][CH2:29][CH2:30][CH2:31]1.[CH3:60][c:61]1[cH:62][cH:63][cH:64][cH:65][cH:66]1.[CH3:67][CH2:68][O:69][C:70]([CH3:71])=[O:72].[CH:35]1([P:36]([CH:37]2[CH2:38][CH2:39][CH2:40][CH2:41][CH2:42]2)[c:43]2[cH:44][cH:45][cH:46][cH:47][c:48]2-[c:49]2[cH:50][cH:51][cH:52][cH:53][cH:54]2)[CH2:55][CH2:56][CH2:57][CH2:58][CH2:59]1.[K+:23].[K+:24].[K+:25].[NH2:1][c:2]1[c:3]([Br:17])[cH:4][c:5]([CH:8]2[CH2:9][C:10](=[O:16])[N:11]([CH3:15])[C:12](=[O:14])[CH2:13]2)[cH:6][cH:7]1.[O-:74][C:75]([CH3:76])=[O:77].[O-:78][C:79]([CH3:80])=[O:81].[O:82]1[CH2:83][CH2:84][O:85][CH2:86][CH2:87]1.[P:18]([O-:19])([O-:20])([O-:21])=[O:22].[Pd+2:73]>>[NH2:1][c:2]1[c:3]([C:26]2=[CH:27][CH2:28][CH2:29][CH2:30][CH2:31]2)[cH:4][c:5]([CH:8]2[CH2:9][C:10](=[O:16])[N:11]([CH3:15])[C:12](=[O:14])[CH2:13]2)[cH:6][cH:7]1. The reactants are CC1=CC2=C(CN(CCC2O)C)O1 (2,7-dimethyl-5,6,7,8-tetrahydro-4H-furo[2,3-c]azepin-4-ol), ClC1=C(C=CC=C1Cl)F (2,3-dichloro-1-fluorobenzene). The product is Cl.ClC1=C(C=CC=C1Cl)OC1C2=C(CN(CC1)C)OC(=C2)C (4-(2,3-Dichlorophenyloxy)-2,7-dimethyl-5,6,7,8-tetrahydro-4H-furo[2,3-c]azepine hydrochloride). As a reaction SMILES: [CH3:1][C:2]1[O:13][C:5]2[CH2:6][N:7]([CH3:12])[CH2:8][CH2:9][CH:10]([OH:11])[C:4]=2[CH:3]=1.[Cl:14][C:15]1[C:20]([Cl:21])=[CH:19][CH:18]=[CH:17][C:16]=1F>>[ClH:14].[Cl:14][C:15]1[C:20]([Cl:21])=[CH:19][CH:18]=[CH:17][C:16]=1[O:11][CH:10]1[CH2:9][CH2:8][N:7]([CH3:12])[CH2:6][C:5]2[O:13][C:2]([CH3:1])=[CH:3][C:4]1=2 |f:2.3|. Reported procedure: The same method as in Example 3 was conducted using 2,7-dimethyl-5,6,7,8-tetrahydro-4H-furo[2,3-c]azepin-4-ol (Reference Example 20) instead of 6-methyl-4,5,6,7-tetrahydrothieno[2,3-c]pyridin-4-ol (Reference Example 6) and was conducted using 2,3-dichloro-1-fluorobenzene instead of 1,3-difluorobenzene to give the objective compound. Starting materials: BrBr (bromine), [OH-].[Na+] (NaOH), S(=O)([O-])[O-].[Na+].[Na+] (sodium sulfite), Br[O-].[Na+] (sodium hypobromite), BrC1=C(C(=O)C2=CC=CC=C2)C=CC(=C1)OC (2-bromo-4-methoxy benzophenone), Cl (HCl). The solvent is solution. Run at time 10 minute. The product is BrC1=C(C(=O)O)C=CC(=C1)OC (2-bromo-4-methoxy benzoic acid). The yield is 95.0%. As a reaction SMILES: BrBr.[OH-].[Na+].[Br:5][C:6]1[CH:19]=[C:18]([O:20][CH3:21])[CH:17]=[CH:16][C:7]=1[C:8](C1C=CC=CC=1)=[O:9].S([O-])([O-])=[O:23].[Na+].[Na+].Br[O-].[Na+].Cl>>[Br:5][C:6]1[CH:19]=[C:18]([O:20][CH3:21])[CH:17]=[CH:16][C:7]=1[C:8]([OH:9])=[O:23] |f:1.2,4.5.6,7.8|. Procedure: In an ice bath, bromine (2.8 mL, 35.1 mmol) is slowly added dropwise into an aqueous NaOH (4.5 g, 111.4 mmol) solution (10 mL) and stirred for 10 mins. Then 2-bromo-4-methoxy benzophenone (2.1 g, 9.2 mmol) is added dropwise into the reaction, and stirred for 15 hrs at the temperature. After completion of the reaction, aqueous sodium sulfite is added to eliminate the unreacted sodium hypobromite. The resultant mixture is extracted with ethyl acetate to isolate neutral compound. The aqueous phase ... Reaction SMILES: [Cl:1][c:2]1[o:3][c:4]2[c:5]([n:6]1)[cH:7][cH:8][cH:9][cH:10]2.[NH2:11][c:12]1[cH:13][c:14]([F:25])[c:15]([CH2:19][C:20](=[O:21])[O:22][CH2:23][CH3:24])[cH:16][c:17]1[Cl:18].[c:26]1([CH3:27])[c:28]([CH3:29])[cH:30][cH:31][cH:32][cH:33]1>>[c:2]1([NH:11][c:12]2[cH:13][c:14]([F:25])[c:15]([CH2:19][C:20](=[O:21])[O:22][CH2:23][CH3:24])[cH:16][c:17]2[Cl:18])[o:3][c:4]2[c:5]([n:6]1)[cH:7][cH:8][cH:9][cH:10]2. Reactants: Clc1nc2ccccc2o1, CCOC(=O)Cc1cc(Cl)c(N)cc1F, Cc1ccccc1C. The product is CCOC(=O)Cc1cc(Cl)c(Nc2nc3ccccc3o2)cc1F.